Task: describe an organic reaction: reactants, conditions, products, and yield. Dataset: the Open Reaction Database (ORD), a public repository of structured organic reaction records Reactants: ClC1=NC(=CC(=N1)N1C(OC[C@@H]1[C@@H](C)O)=O)Cl ((R)-3-(2,6-dichloropyrimidin-4-yl)-4-((R)-1-hydroxyethyl)oxazolidin-2-one), F[B-](F)(F)F.[H+] (tetrafluoroboric acid), C[Si](C)(C)C=[N+]=[N-] (trimethylsilyldiazomethane), C(Cl)Cl (DCM), ice water, C[Si](C)(C)C=[N+]=[N-] (trimethylsilyldiazomethane), hexanes. The solvent is CCOC(=O)C.CCCCCCC (EtOAc Heptane). The product is ClC1=NC(=CC(=N1)N1C(OC[C@@H]1[C@@H](C)OC)=O)Cl ((R)-3-(2,6-dichloropyrimidin-4-yl)-4-((R)-1-methoxyethyl)oxazolidin-2-one). The yield is 31.0%. Reaction SMILES: [Cl:1][C:2]1[N:7]=[C:6]([N:8]2[C@@H:12]([C@H:13]([OH:15])[CH3:14])[CH2:11][O:10][C:9]2=[O:16])[CH:5]=[C:4]([Cl:17])[N:3]=1.[CH2:18](Cl)Cl.F[B-](F)(F)F.[H+].C[Si](C=[N+]=[N-])(C)C>CCOC(C)=O.CCCCCCC>[Cl:1][C:2]1[N:7]=[C:6]([N:8]2[C@@H:12]([C@H:13]([O:15][CH3:18])[CH3:14])[CH2:11][O:10][C:9]2=[O:16])[CH:5]=[C:4]([Cl:17])[N:3]=1 |f:2.3,5.6|. Procedure details: To a round bottom flask was added (R)-3-(2,6-dichloropyrimidin-4-yl)-4-((R)-1-hydroxyethyl)oxazolidin-2-one (364 mg, 1.31 mmol) followed by the addition of DCM (10.8 mL). The reaction mixture was then cooled to 0° C. in a (ice/water bath) under nitrogen. To this cold solution was added tetrafluoroboric acid (0.20 mL, 1.31 mmol, 50% aqueous solution) followed by the addition of trimethylsilyldiazomethane (1.96 mL, 3.93 mmol, 2 M in hexanes) divided into 3 portions added 20 min apart. A second add... Starting materials: COC=1C=CN=C(C1OC)C[S+](C=2[N-]C=3C=CC(=CC3N2)OC(F)F)[O-].[Na+] (Pantoprazole sodium), C (charcoal). Run in CC(=O)C (acetone). Reaction conditions: time 15 minute. Yields the product COC1=C(C(=NC=C1)CS(=O)C2=NC3=C([N-]2)C=CC(=C3)OC(F)F)OC.COC1=C(C(=NC=C1)CS(=O)C2=NC3=C([N-]2)C=CC(=C3)OC(F)F)OC.O.O.O.[Na+].[Na+] (pantoprazole sodium sesquihydrate). Isolated yield 212.5%. Reaction SMILES: [CH3:1][O:2][C:3]1[CH:4]=[CH:5][N:6]=[C:7]([CH2:11][S+:12]([O-:26])[C:13]2[N-:14][C:15]3[CH:16]=[CH:17][C:18]([O:22][CH:23]([F:25])[F:24])=[CH:19][C:20]=3[N:21]=2)[C:8]=1[O:9][CH3:10].[Na+:27].C>CC(C)=O>[CH3:1][O:2][C:3]1[CH:4]=[CH:5][N:6]=[C:7]([CH2:11][S:12]([C:13]2[N-:14][C:15]3[CH:16]=[CH:17][C:18]([O:22][CH:23]([F:24])[F:25])=[CH:19][C:20]=3[N:21]=2)=[O:26])[C:8]=1[O:9][CH3:10].[CH3:1][O:2][C:3]1[CH:4]=[CH:5][N:6]=[C:7]([CH2:11][S:12]([C:13]2[N-:14][C:15]3[CH:16]=[CH:17][C:18]([O:22][CH:23]([F:24])[F:25])=[CH:19][C:20]=3[N:21]=2)=[O:26])[C:8]=1[O:9][CH3:10].[OH2:2].[OH2:2].[OH2:2].[Na+:27].[Na+:27] |f:0.1,4.5.6.7.8.9.10|. Procedure details: Pantoprazole sodium (75 gms) as prepared according to Example-1 or Example-2 was dissolved in 375 ml of acetone at about 50-55° C., charcoal (5 gms) was added and the reaction mass was stirred for 15 minutes and clarified hot. The resulting clear filtrate was concentrated to approx. volume of 150 ml, ethyl acetate (400 ml) was added and distillation was continued until precipitation was observed in the reaction mass. The reaction mass was cooled to room temperature and water (4.2 ml) was added, ... Reactants: ClC1=C(C=CC(=C1)Cl)C(=O)C1CCNCC1 ((2,4-Dichloro-phenyl)-piperidin-4-yl-methanone), C(C)(C)(C)OC(N[C@@H]1CC[C@H](CC1)CC=O)=O (Trans-[4-(2-Oxo-ethyl)-cyclohexyl]-carbamic acid tert-butylester). Product: C(C)(C)(C)OC(N[C@@H]1CC[C@H](CC1)CCN1CCC(CC1)C(C1=C(C=C(C=C1)Cl)Cl)=O)=O (Trans (4-{2-[4-(2,4-Dichloro-benzoyl)-piperidin-1-yl]-ethyl}-cyclohexyl)-carbamic acid tert-butyl ester). Reaction SMILES: [Cl:1][C:2]1[CH:7]=[C:6]([Cl:8])[CH:5]=[CH:4][C:3]=1[C:9]([CH:11]1[CH2:16][CH2:15][NH:14][CH2:13][CH2:12]1)=[O:10].[C:17]([O:21][C:22](=[O:33])[NH:23][C@H:24]1[CH2:29][CH2:28][C@H:27]([CH2:30][CH:31]=O)[CH2:26][CH2:25]1)([CH3:20])([CH3:19])[CH3:18]>>[C:17]([O:21][C:22](=[O:33])[NH:23][C@H:24]1[CH2:25][CH2:26][C@H:27]([CH2:30][CH2:31][N:14]2[CH2:15][CH2:16][CH:11]([C:9](=[O:10])[C:3]3[CH:4]=[CH:5][C:6]([Cl:8])=[CH:7][C:2]=3[Cl:1])[CH2:12][CH2:13]2)[CH2:28][CH2:29]1)([CH3:20])([CH3:19])[CH3:18]. Procedure: The title compound was prepared as described on example 1 from (2,4-Dichloro-phenyl)-piperidin-4-yl-methanone and Trans-[4-(2-Oxo-ethyl)-cyclohexyl]-carbamic acid tert-butylester (m/e): 483.4 (M+H+) The reactants are O=C(NCc1ccccc1)c1cccnc1Cl, NC(=O)c1cc(Oc2ccc(Nc3ccncc3C(=O)Nc3ccc(F)cc3F)cc2F)ccn1, NC(=O)c1cc(Oc2ccc(N)cc2F)ccn1. Product: NC(=O)c1cc(Oc2ccc(Nc3ncccc3C(=O)NCc3ccccc3)cc2F)ccn1. Reaction SMILES: [CH2:54]([c:55]1[cH:56][cH:57][cH:58][cH:59][cH:60]1)[NH:61][C:62]([c:63]1[c:64]([Cl:69])[n:65][cH:66][cH:67][cH:68]1)=[O:70].[F:19][c:20]1[cH:21][c:22]([F:23])[cH:24][cH:25][c:26]1[NH:27][C:28]([c:29]1[cH:30][n:31][cH:32][cH:33][c:34]1[NH:35][c:36]1[cH:37][cH:38][c:39]([O:40][c:41]2[cH:42][c:43]([C:44]([NH2:45])=[O:46])[n:47][cH:48][cH:49]2)[c:50]([F:51])[cH:52]1)=[O:53].[NH2:1][c:2]1[cH:3][c:4]([F:18])[c:5]([O:6][c:7]2[cH:8][c:9]([C:13](=[O:14])[NH2:15])[n:10][cH:11][cH:12]2)[cH:16][cH:17]1>>[NH:1]([c:2]1[cH:3][c:4]([F:18])[c:5]([O:6][c:7]2[cH:8][c:9]([C:13](=[O:14])[NH2:15])[n:10][cH:11][cH:12]2)[cH:16][cH:17]1)[c:64]1[c:63]([C:62]([NH:61][CH2:54][c:55]2[cH:56][cH:57][cH:58][cH:59][cH:60]2)=[O:70])[cH:68][cH:67][cH:66][n:65]1. Starting materials: FC1=CC=C(C=C1)CC1=CN=C2C(=C(C(N(C2=C1)CCCN1C(CCCC1)=O)=O)C(=O)OCC)O (ethyl 7-[(4-fluorophenyl)methyl]-4-hydroxy-2-oxo-1-[3-(2-oxo-1-piperidinyl)propyl]-1,2-dihydro-1,5-naphthyridine-3-carboxylate), NCCCO (3-amino-1-propanol). Yields the product FC1=CC=C(C=C1)CC1=CN=C2C(=C(C(N(C2=C1)CCCN1C(CCCC1)=O)=O)C(=O)NCCCO)O (7-[(4-Fluorophenyl)methyl]-4-hydroxy-N-(3-hydroxypropyl)-2-oxo-1-[3-(2-oxo-1-piperidinyl)propyl]-1,2-dihydro-1,5-naphthyridine-3-carboxamide). Reaction SMILES: [F:1][C:2]1[CH:7]=[CH:6][C:5]([CH2:8][C:9]2[CH:18]=[C:17]3[C:12]([C:13]([OH:35])=[C:14]([C:30](OCC)=[O:31])[C:15](=[O:29])[N:16]3[CH2:19][CH2:20][CH2:21][N:22]3[CH2:27][CH2:26][CH2:25][CH2:24][C:23]3=[O:28])=[N:11][CH:10]=2)=[CH:4][CH:3]=1.[NH2:36][CH2:37][CH2:38][CH2:39][OH:40]>>[F:1][C:2]1[CH:7]=[CH:6][C:5]([CH2:8][C:9]2[CH:18]=[C:17]3[C:12]([C:13]([OH:35])=[C:14]([C:30]([NH:36][CH2:37][CH2:38][CH2:39][OH:40])=[O:31])[C:15](=[O:29])[N:16]3[CH2:19][CH2:20][CH2:21][N:22]3[CH2:27][CH2:26][CH2:25][CH2:24][C:23]3=[O:28])=[N:11][CH:10]=2)=[CH:4][CH:3]=1. Procedure: This compound was prepared from ethyl 7-[(4-fluorophenyl)methyl]-4-hydroxy-2-oxo-1-[3-(2-oxo-1-piperidinyl)propyl]-1,2-dihydro-1,5-naphthyridine-3-carboxylate and 3-amino-1-propanol using methods similar to Example 563 to provide a grey solid: 1H NMR (400 MHz, DMSO-d6) δ ppm 1.69-1.79 (m, 8 H), 2.21 (t, J=6.31 Hz, 2 H), 2.82-2.87 (m, 1 H), 3.20-3.24 (m, 2 H), 3.37 (t, J=7.23 Hz, 2 H), 3.45-3.56 (m, 4 H), 4.17-4.25 (m, 3 H), 4.26-4.32 (m, 1 H), 7.09-7.15 (m, 2 H), 7.35-7.40 (m, 2 H), 7.86 (s, 1 H... Starting materials: CCCCN1C(=O)C(Cl)=C(c2ccccc2)S1(=O)=O, COc1ccc(N)cn1, CC#N, O. Yields the product CCCCN1C(=O)C(Nc2ccc(OC)nc2)=C(c2ccccc2)S1(=O)=O. Reaction SMILES: [CH2:1]([CH2:2][CH2:3][CH3:4])[N:5]1[S:6](=[O:18])(=[O:19])[C:7]([c:12]2[cH:13][cH:14][cH:15][cH:16][cH:17]2)=[C:8]([Cl:11])[C:9]1=[O:10].[CH3:20][O:21][c:22]1[cH:23][cH:24][c:25]([NH2:28])[cH:26][n:27]1.[CH3:29][C:30]#[N:31].[OH2:32]>>[CH2:1]([CH2:2][CH2:3][CH3:4])[N:5]1[S:6](=[O:18])(=[O:19])[C:7]([c:12]2[cH:13][cH:14][cH:15][cH:16][cH:17]2)=[C:8]([NH:28][c:25]2[cH:24][cH:23][c:22]([O:21][CH3:20])[n:27][cH:26]2)[C:9]1=[O:10]. Starting materials: NC=1SC=C(N1)C(C(=O)NC1[C@@H]2N(C(=CCS2)C(=O)[O-])C1=O)=NOC.[Na+] (sodium 7-[2-(2-aminothiazol-4-yl)-2-methoxyiminoacetamido]-3-cephem-4-carboxylate), C(C)(=O)OC(C)Br (1-bromoethyl acetate), [I-].[Na+] (sodium iodide). The product is NC=1SC=C(N1)C(C(=O)NC1[C@@H]2N(C(=CCS2)C(=O)OC(C)OC(C)=O)C1=O)=NOC (1-acetoxyethyl 7-[2-(2-aminothiazol-4-yl)-2-methoxyiminoacetamido]-3-cephem-4-carboxylate). As a reaction SMILES: [NH2:1][C:2]1[S:3][CH:4]=[C:5]([C:7](=[N:23][O:24][CH3:25])[C:8]([NH:10][CH:11]2[C:21](=[O:22])[N:13]3[C:14]([C:18]([O-:20])=[O:19])=[CH:15][CH2:16][S:17][C@H:12]23)=[O:9])[N:6]=1.[Na+].[C:27]([O:30][CH:31](Br)[CH3:32])(=[O:29])[CH3:28].[I-].[Na+]>>[NH2:1][C:2]1[S:3][CH:4]=[C:5]([C:7](=[N:23][O:24][CH3:25])[C:8]([NH:10][CH:11]2[C:21](=[O:22])[N:13]3[C:14]([C:18]([O:20][CH:31]([O:30][C:27](=[O:29])[CH3:28])[CH3:32])=[O:19])=[CH:15][CH2:16][S:17][C@H:12]23)=[O:9])[N:6]=1 |f:0.1,3.4|. Procedure details: In the same manner as Example 1, sodium 7-[2-(2-aminothiazol-4-yl)-2-methoxyiminoacetamido]-3-cephem-4-carboxylate (syn isomer) was reacted with 1-bromoethyl acetate in the presence of sodium iodide to give 1-acetoxyethyl 7-[2-(2-aminothiazol-4-yl)-2-methoxyiminoacetamido]-3-cephem-4-carboxylate (syn-isomer), mp 100°-103° C. (decompn.).